From a dataset of the Open Reaction Database (ORD), a public repository of structured organic reaction records. describe an organic reaction: reactants, conditions, products, and yield Reactants: CC(=O)OCc1cccc(Oc2ccccc2)c1, CO, [Na+], [OH-]. The product is OCc1cccc(Oc2ccccc2)c1. As a reaction SMILES: [C:1](=[O:2])([CH3:3])[O:4][CH2:5][c:6]1[cH:7][c:8]([O:12][c:13]2[cH:14][cH:15][cH:16][cH:17][cH:18]2)[cH:9][cH:10][cH:11]1.[CH3:21][OH:22].[Na+:20].[OH-:19]>>[OH:4][CH2:5][c:6]1[cH:7][c:8]([O:12][c:13]2[cH:14][cH:15][cH:16][cH:17][cH:18]2)[cH:9][cH:10][cH:11]1. The reactants are C1N(CCOC=2C1=C1C=CNC1=CC2)C(=O)OC(C)(C)C (tert-butyl 1,3,4,8-tetrahydro-2H-[1,4]oxazepino[6,7-e]indole-2-carboxylate), C1N(CCOC=2C1=C1C=CNC1=CC2)C(=O)OC(C)(C)C (tert-butyl 1,3,4,8-tetrahydro-2H-[1,4]oxazepino[6,7-e]indole-2-carboxylate), [H-].[Na+] (NaH), CN(C)C=O (DMF), FC(OC1=C(C=CC=C1)S(=O)(=O)Cl)(F)F (2-(Trifluoromethoxy)benzenesulfonyl chloride). Run in N (NH3), CO (MeOH), CO (MeOH), CO (MeOH). Reaction conditions: time 20 minute. Yields the product FC(OC1=C(C=CC=C1)S(=O)(=O)N1C=CC2=C3C(=CC=C12)OCCNC3)(F)F (8-{[2-(Trifluoromethoxy)phenyl]sulfonyl}-1,3,4,8-tetrahydro-2H-[1,4]oxazepino[6,7-e]indole). Yield: 4.8%. As a reaction SMILES: [CH2:1]1[C:7]2=[C:8]3[C:12](=[CH:13][CH:14]=[C:6]2[O:5][CH2:4][CH2:3][N:2]1C(OC(C)(C)C)=O)[NH:11][CH:10]=[CH:9]3.[H-].[Na+].CN(C=O)C.[F:29][C:30]([F:43])([F:42])[O:31][C:32]1[CH:37]=[CH:36][CH:35]=[CH:34][C:33]=1[S:38](Cl)(=[O:40])=[O:39]>N.CO>[F:43][C:30]([F:29])([F:42])[O:31][C:32]1[CH:37]=[CH:36][CH:35]=[CH:34][C:33]=1[S:38]([N:11]1[C:12]2[C:8](=[C:7]3[CH2:1][NH:2][CH2:3][CH2:4][O:5][C:6]3=[CH:14][CH:13]=2)[CH:9]=[CH:10]1)(=[O:40])=[O:39] |f:1.2|. Procedure: tert-Butyl 1,3,4,8-tetrahydro-2H-[1,4]oxazepino[6,7-e]indole-2-carboxylate (Intermediate 18, 14 mg, 0.050 mmol), NaH (60% in mineral oil, 6.4 mg, 0.10 mmol) and dry DMF (0.2 mL) were shaken at room temperature for 10 minutes. 2-(Trifluoromethoxy)benzenesulfonyl chloride (26 mg, 0.10 mmol, in 0.15 mL of dry DMF) was added to the solution. The reaction mixture was shaken at room temperature for another 20 minutes and a mixture of MeOH/1 M HCl (3:1, 1 mL) was added. The reaction mixture was stirred... Reactants: N1C(CCC1)/C=C/C1=CC=C(C(=O)OCC)C=C1 (ethyl (E)-4-[2-(2-pyrrolidinyl)ethenyl]benzoate), CC1=C(C=CC=C1)NC(NC1=CC=C(C=C1)CC(=O)OC1=C(C(=C(C(=C1F)F)F)F)F)=O (pentafluorophenyl 4-[N′-(2-methylphenyl)ureido]phenylacetate). Solvent: CN(C)C=O (DMF), CCOC(=O)C (EtOAc). Reaction conditions: time 15 hour. The product is CC1=C(C=CC=C1)NC(NC1=CC=C(C=C1)CC(=O)N1C(CCC1)/C=C/C1=CC=C(C(=O)OCC)C=C1)=O (ethyl (E)-4-[2-[1-[4-[N′-(2-methylphenyl)ureido]phenylacetyl]-2-pyrrolidinyl]ethenyl]benzoate). The yield is 100.0%. RXN SMILES: [NH:1]1[CH2:5][CH2:4][CH2:3][CH:2]1/[CH:6]=[CH:7]/[C:8]1[CH:18]=[CH:17][C:11]([C:12]([O:14][CH2:15][CH3:16])=[O:13])=[CH:10][CH:9]=1.[CH3:19][C:20]1[CH:25]=[CH:24][CH:23]=[CH:22][C:21]=1[NH:26][C:27](=[O:50])[NH:28][C:29]1[CH:34]=[CH:33][C:32]([CH2:35][C:36](OC2C(F)=C(F)C(F)=C(F)C=2F)=[O:37])=[CH:31][CH:30]=1>CN(C=O)C.CCOC(C)=O>[CH3:19][C:20]1[CH:25]=[CH:24][CH:23]=[CH:22][C:21]=1[NH:26][C:27](=[O:50])[NH:28][C:29]1[CH:34]=[CH:33][C:32]([CH2:35][C:36]([N:1]2[CH2:5][CH2:4][CH2:3][CH:2]2/[CH:6]=[CH:7]/[C:8]2[CH:18]=[CH:17][C:11]([C:12]([O:14][CH2:15][CH3:16])=[O:13])=[CH:10][CH:9]=2)=[O:37])=[CH:31][CH:30]=1. Procedure: A mixture of ethyl (E)-4-[2-(2-pyrrolidinyl)ethenyl]benzoate (434 mg, 1.77 mmol), pentafluorophenyl 4-[N′-(2-methylphenyl)ureido]phenylacetate (797 mg, 1.77 mmol), Et3 N (0.37 mL, 2.66 mmol) in DMF (15 mL) was stirred for 15 hr. The mixture was diluted with EtOAc (300 mL). The solution was washed with brine (2×200 mL), dried over MgSO4, and evaporated off in vacuo. The residue was chromatographed on silica-gel with CHCl3-EtOAc (4:1) as eluent to give 906 mg (q.y.) ethyl (E)-4-[2-[1-[4-[N′-(2-met... Starting materials: C(CCCCCCCCCCCCC)(=O)Cl (Myristoyl chloride), NCCS (2-aminoethanethiol), N1=CC=CC=C1 (pyridine), ON1C(CCC1=O)=O (N-hydroxysuccinimide). The solvent is O (water). Conditions: temperature 23 celsius, time 4 hour. Product: C(CCCCCCCCCCCCC)(=O)NCCS (N-(Myristoyl) 2-Aminoethane Thiol). As a reaction SMILES: [C:1](Cl)(=[O:15])[CH2:2][CH2:3][CH2:4][CH2:5][CH2:6][CH2:7][CH2:8][CH2:9][CH2:10][CH2:11][CH2:12][CH2:13][CH3:14].N1C=CC=CC=1.ON1C(=O)CCC1=O.[NH2:31][CH2:32][CH2:33][SH:34]>O>[C:1]([NH:31][CH2:32][CH2:33][SH:34])(=[O:15])[CH2:2][CH2:3][CH2:4][CH2:5][CH2:6][CH2:7][CH2:8][CH2:9][CH2:10][CH2:11][CH2:12][CH2:13][CH3:14]. Procedure details: Myristoyl chloride (1.0 mmol) was added with vigorous string to ice-cooled dry pyridine (1.0 ml), and followed immediately by N-hydroxysuccinimide (1.5 mmol). The mixture was stirred for 4 h at ambient temperature (˜23° C.). 2-aminoethanethiol free base (1.1 mmol) was added as solid to the mixture and allowed to react for 6 h at ambient temperature, followed by 3 days at 4° C. The product was treated with water (5 ml), stirred for 1 h at ambient and filtered, washing with cold water. The white s... Reactants: Nc1ncnc2c1c(Br)nn2C1CCN(Cc2ccccc2)CC1, OB(O)c1ccc(Oc2ccccc2)cc1, [Pd]. Yields the product Nc1ncnc2c1c(-c1ccc(Oc3ccccc3)cc1)nn2C1CCN(Cc2ccccc2)CC1. RXN SMILES: [CH2:1]([c:2]1[cH:3][cH:4][cH:5][cH:6][cH:7]1)[N:8]1[CH2:9][CH2:10][CH:11]([n:14]2[n:15][c:16]([Br:24])[c:17]3[c:18]2[n:19][cH:20][n:21][c:22]3[NH2:23])[CH2:12][CH2:13]1.[O:25]([c:26]1[cH:27][cH:28][cH:29][cH:30][cH:31]1)[c:32]1[cH:33][cH:34][c:35]([B:38]([OH:39])[OH:40])[cH:36][cH:37]1.[Pd:41]>>[CH2:1]([c:2]1[cH:3][cH:4][cH:5][cH:6][cH:7]1)[N:8]1[CH2:9][CH2:10][CH:11]([n:14]2[n:15][c:16](-[c:35]3[cH:34][cH:33][c:32]([O:25][c:26]4[cH:27][cH:28][cH:29][cH:30][cH:31]4)[cH:37][cH:36]3)[c:17]3[c:18]2[n:19][cH:20][n:21][c:22]3[NH2:23])[CH2:12][CH2:13]1. Reactants: [OH-].[K+] (KOH), CC(COC1=CC=C2C(C(=C(OC2=C1C(C)=O)C1=CC=CC=C1)C)=O)=C (7-(2-methylallyloxy)-8-acetyl-3-methylflavone), COC=1C=C(C=O)C=C(C1OC)OC (3,4,5-trimethoxy-benzaldehyde). Solvent: C(C)O (ethanol), O (water). Yields the product CC1=C(OC2=C(C(=CC=C2C1=O)OCC(=C)C)C(C=CC1=CC(=C(C(=C1)OC)OC)OC)=O)C1=CC=CC=C1 (1-[3-Methyl-7-(2-Methylallyloxy)Flavon-8-yl]-3-(3,4,5-Tri-Methoxyphenyl)-Propen-1-one). Yield: 60.8%. As a reaction SMILES: [OH-].[K+].[CH3:3][C:4](=[CH2:28])[CH2:5][O:6][C:7]1[C:16]([C:17](=[O:19])[CH3:18])=[C:15]2[C:10]([C:11](=[O:27])[C:12]([CH3:26])=[C:13]([C:20]3[CH:25]=[CH:24][CH:23]=[CH:22][CH:21]=3)[O:14]2)=[CH:9][CH:8]=1.[CH3:29][O:30][C:31]1[CH:32]=[C:33]([CH:36]=[C:37]([O:41][CH3:42])[C:38]=1[O:39][CH3:40])[CH:34]=O>C(O)C.O>[CH3:26][C:12]1[C:11](=[O:27])[C:10]2[C:15](=[C:16]([C:17](=[O:19])[CH:18]=[CH:34][C:33]3[CH:36]=[C:37]([O:41][CH3:42])[C:38]([O:39][CH3:40])=[C:31]([O:30][CH3:29])[CH:32]=3)[C:7]([O:6][CH2:5][C:4]([CH3:3])=[CH2:28])=[CH:8][CH:9]=2)[O:14][C:13]=1[C:20]1[CH:21]=[CH:22][CH:23]=[CH:24][CH:25]=1 |f:0.1|. Reported procedure: A solution of KOH 50% (3 ml) is added to an equimolar solution of 7-(2-methylallyloxy)-8-acetyl-3-methylflavone (2.61 g, 0.0075 mol) and 3,4,5-trimethoxy-benzaldehyde (1.47 g, 0.0075 mol) in ethanol 95%; the addition is performed under energetic stirring at room temperature. The reaction is left under stirring for one night and then diluted with water and acidified; the precipitate is separated by filtration and dried under vacuum. The compound is crystallized by methanol to give 2.4 g of produc... Starting materials: C1CCOC1, CC1(C)CC(c2ccncc2[N+](=O)[O-])=CC(O)C1, CC(C)(C)OC(=O)N=NC(=O)OC(C)(C)C, O=C1NC(=O)c2ccccc21, c1ccc(P(c2ccccc2)c2ccccc2)cc1. Yields the product CC1(C)CC(c2ccncc2[N+](=O)[O-])=CC(N2C(=O)c3ccccc3C2=O)C1. As a reaction SMILES: [CH2:65]1[O:66][CH2:67][CH2:68][CH2:69]1.[CH3:1][C:2]1([CH3:18])[CH2:3][C:4]([c:9]2[c:10]([N+:15](=[O:16])[O-:17])[cH:11][n:12][cH:13][cH:14]2)=[CH:5][CH:6]([OH:8])[CH2:7]1.[N:49]([C:50]([O:51][C:52]([CH3:53])([CH3:54])[CH3:55])=[O:56])=[N:57][C:58]([O:59][C:60]([CH3:61])([CH3:62])[CH3:63])=[O:64].[O:38]=[C:39]1[NH:40][C:41](=[O:42])[c:43]2[cH:44][cH:45][cH:46][cH:47][c:48]21.[c:19]1([P:20]([c:21]2[cH:22][cH:23][cH:24][cH:25][cH:26]2)[c:27]2[cH:28][cH:29][cH:30][cH:31][cH:32]2)[cH:33][cH:34][cH:35][cH:36][cH:37]1>>[CH3:1][C:2]1([CH3:18])[CH2:3][C:4]([c:9]2[c:10]([N+:15](=[O:16])[O-:17])[cH:11][n:12][cH:13][cH:14]2)=[CH:5][CH:6]([N:40]2[C:39](=[O:38])[c:48]3[c:43]([cH:44][cH:45][cH:46][cH:47]3)[C:41]2=[O:42])[CH2:7]1.